Dataset: the Open Reaction Database (ORD), a public repository of structured organic reaction records. Task: describe an organic reaction: reactants, conditions, products, and yield Starting materials: NC1=C(C(=NO1)C1=CC(=CC=C1)F)C(=O)O (5-amino-3-(3-fluorophenyl)isoxazol-4-carboxylic acid), Cl.C(C)N=C=NCCCN(C)C (1-ethyl-3-(dimethylaminopropyl)carbodiimide hydrochloride), ClC=1C=C(C=CC1Cl)N1CCNCC1 (1-(3,4-dichlorophenyl)piperazine). Run in ClCCl (dichloromethane). Yields the product NC1=C(C(=NO1)C1=CC(=CC=C1)F)C(=O)N1CCN(CC1)C1=CC(=C(C=C1)Cl)Cl ((5-amino-3-(3-fluorophenyl)isoxazol-4-yl)(4-(3,4-dichlorophenyl)piperazine-1-yl)methanone). Yield: 74.5%. As a reaction SMILES: [NH2:1][C:2]1[O:6][N:5]=[C:4]([C:7]2[CH:12]=[CH:11][CH:10]=[C:9]([F:13])[CH:8]=2)[C:3]=1[C:14]([OH:16])=O.Cl.C(N=C=NCCCN(C)C)C.[Cl:29][C:30]1[CH:31]=[C:32]([N:37]2[CH2:42][CH2:41][NH:40][CH2:39][CH2:38]2)[CH:33]=[CH:34][C:35]=1[Cl:36]>ClCCl>[NH2:1][C:2]1[O:6][N:5]=[C:4]([C:7]2[CH:12]=[CH:11][CH:10]=[C:9]([F:13])[CH:8]=2)[C:3]=1[C:14]([N:40]1[CH2:39][CH2:38][N:37]([C:32]2[CH:33]=[CH:34][C:35]([Cl:36])=[C:30]([Cl:29])[CH:31]=2)[CH2:42][CH2:41]1)=[O:16] |f:1.2|. Procedure details: In a similar manner as described in Example 1, by using dichloromethane (30 mL), 5-amino-3-(3-fluorophenyl)isoxazol-4-carboxylic acid (409 mg, 1.84 mmol), 1-ethyl-3-(dimethylaminopropyl)carbodiimide hydrochloride (388 mg, 2.02 mmol) and 1-(3,4-dichlorophenyl)piperazine (425 mg, 1.84 mmol), a white solid required compound (596 mg, 1.37 mmol, 74%) was obtained. Starting materials: C(C)N(C=1C=C(C(C=NCC(C)(N)C)=CC1)O)CC (N-Mono[4-(diethylamino)salicylidene]-2-methylpropane-1,2-diamine), C(C)(=O)OCC.CO (ethyl acetate methanol), dark red oil, COC=1C=C(C(C=O)=CC1)O (4-methoxysalicylaldehyde). Reaction SMILES: C(N(CC)[C:4]1[CH:5]=[C:6]([OH:17])[C:7](=[CH:15][CH:16]=1)[CH:8]=[N:9][CH2:10][C:11](C)([NH2:13])C)C.CO[C:22]1[CH:23]=[C:24]([OH:30])[C:25](=[CH:28][CH:29]=1)[CH:26]=O.C(OCC)(=O)C.CO>C(O)C>[CH:16]1[CH:4]=[CH:5][C:6](=[O:17])/[C:7](=[CH:8]/[NH:9][CH2:10][CH2:11][NH:13]/[CH:26]=[C:25]2/[CH:28]=[CH:29][CH:22]=[CH:23][C:24]/2=[O:30])/[CH:15]=1 |f:2.3|. Reaction conditions: temperature 500 celsius. The product is C1=C/C(=C\NCCN/C=C\2/C=CC=CC2=O)/C(=O)C=C1 (salen), II. Solvent: C(C)O (ethanol). Procedure details: A suspension of 13.6 g (0.0517 mol) of N-Mono[4-(diethylamino)salicylidene]-2-methylpropane-1,2-diamine from Example 1 in 50 ml of ethanol is heated with stirring at 500° C. until a clear solution is obtained. 7.87 g (0.0517 mol) of 4-methoxysalicylaldehyde (solid) are added and the mixture is heated at reflux for 2 h. After that time the reaction is complete (TLC monitoring, ethyl acetate/methanol 9:1). Thereafter the reaction solution is carefully concentrated and the residue is dried under a ...